This data is from the Open Reaction Database (ORD), a public repository of structured organic reaction records. The task is: describe an organic reaction: reactants, conditions, products, and yield The reagents and catalysts are CC(C)([P](C(C)(C)C)([Pd][P](C(C)(C)C)(C(C)(C)C)C(C)(C)C)C(C)(C)C)C (bis(tri-t-butylphosphine)palladium), CC(C)([P](C(C)(C)C)([Pd][P](C(C)(C)C)(C(C)(C)C)C(C)(C)C)C(C)(C)C)C (bis(tri-t-butylphosphine)palladium). Reported procedure: To a solution of 2,5-dichloro-N-(3,4-dimethoxybenzyl)nicotinamide (3-2, 0.100 g, 0.293 mmol) and 3-pyridyl boronic acid (0.172 g, 1.17 mmol) in methanol (1 mL) was added N,N-dicylohexylmethylamine (0.070 mL, 0.322 mmol), and bis(tri-t-butylphosphine)palladium (0.030 g, 0.058 mmol) and the system was stirred at 75° C. in an oil bath overnight. The reaction mixture was cooled to room temperature and concentrated in vacuo to afford a yellow oil. This oil (0.035 g, 0.091 mmol) was re-dissolved in di... Run at temperature 75 celsius, time 8 hour. Run in O1CCOCC1 (dioxane), CO (methanol). Reactants: oil, CC=1C=C(C=C(C1)C)B(O)O (3,5-dimethylphenyl boronic acid), C1(CCCCC1)CNCC1CCCCC1 (N,N-dicylohexylmethylamine), ClC1=C(C(=O)NCC2=CC(=C(C=C2)OC)OC)C=C(C=N1)Cl (2,5-dichloro-N-(3,4-dimethoxybenzyl)nicotinamide), N1=CC(=CC=C1)B(O)O (3-pyridyl boronic acid), C1(CCCCC1)CNCC1CCCCC1 (N,N-dicylohexylmethylamine). The product is COC=1C=C(CNC(=O)C=2C(=NC=C(C2)C2=CC(=CC(=C2)C)C)C=2C=NC=CC2)C=CC1OC (N-(3,4-dimethoxybenzyl)-5-(3,5-dimethylphenyl)-2,3′-bipyridine-3-carboxamide). Reaction SMILES: Cl[C:2]1[N:21]=[CH:20][C:19](Cl)=[CH:18][C:3]=1[C:4]([NH:6][CH2:7][C:8]1[CH:13]=[CH:12][C:11]([O:14][CH3:15])=[C:10]([O:16][CH3:17])[CH:9]=1)=[O:5].[N:23]1[CH:28]=[CH:27][CH:26]=[C:25](B(O)O)[CH:24]=1.C1(CNCC2CCCCC2)CCCCC1.[CH3:47][C:48]1[CH:49]=[C:50](B(O)O)[CH:51]=[C:52]([CH3:54])[CH:53]=1>CO.O1CCOCC1.CC(C)([P](C(C)(C)C)([Pd][P](C(C)(C)C)(C(C)(C)C)C(C)(C)C)C(C)(C)C)C>[CH3:17][O:16][C:10]1[CH:9]=[C:8]([CH:13]=[CH:12][C:11]=1[O:14][CH3:15])[CH2:7][NH:6][C:4]([C:3]1[C:2]([C:25]2[CH:24]=[N:23][CH:28]=[CH:27][CH:26]=2)=[N:21][CH:20]=[C:19]([C:50]2[CH:51]=[C:52]([CH3:54])[CH:53]=[C:48]([CH3:47])[CH:49]=2)[CH:18]=1)=[O:5] |^1:68,74|.